From a dataset of the Open Reaction Database (ORD), a public repository of structured organic reaction records. describe an organic reaction: reactants, conditions, products, and yield The reactants are Cc1ccccc1, CCN(C(C)C)C(C)C, CC(O)c1cnc(Cl)nc1Cl, O=P(Cl)(Cl)Cl. Yields the product CC(Cl)c1cnc(Cl)nc1Cl. RXN SMILES: [CH3:26][c:27]1[cH:28][cH:29][cH:30][cH:31][cH:32]1.[CH:17]([N:18]([CH:19]([CH3:20])[CH3:21])[CH2:22][CH3:23])([CH3:24])[CH3:25].[Cl:1][c:2]1[n:3][cH:4][c:5]([CH:9]([CH3:10])[OH:11])[c:6]([Cl:8])[n:7]1.[P:12]([Cl:13])([Cl:14])([Cl:15])=[O:16]>>[Cl:1][c:2]1[n:3][cH:4][c:5]([CH:9]([CH3:10])[Cl:14])[c:6]([Cl:8])[n:7]1. The product is COP(=O)(C=Cc1c(-c2ccc(F)cc2)cc(-c2ccccc2)nc1C(C)C)CC(O)CC(=O)O. Reactants: CC(=O)O, CCCC[N+](CCCC)(CCCC)CCCC, C1CCOC1, COP(=O)(C=Cc1c(-c2ccc(F)cc2)cc(-c2ccccc2)nc1C(C)C)CC(CC(=O)O)O[Si](c1ccccc1)(c1ccccc1)C(C)(C)C, [F-], [Na+], O=C([O-])O. As a reaction SMILES: [C:53]([OH:54])(=[O:55])[CH3:56].[CH2:58]([N+:59]([CH2:60][CH2:61][CH2:62][CH3:63])([CH2:64][CH2:65][CH2:66][CH3:67])[CH2:68][CH2:69][CH2:70][CH3:71])[CH2:72][CH2:73][CH3:74].[CH2:80]1[O:81][CH2:82][CH2:83][CH2:84]1.[CH3:1][C:2]([Si:3]([c:4]1[cH:5][cH:41][cH:42][cH:43][cH:44]1)([O:6][CH:7]([CH2:8][C:9](=[O:10])[OH:11])[CH2:12][P:13](=[O:14])([O:15][CH3:16])[CH:17]=[CH:18][c:19]1[c:20]([CH:38]([CH3:39])[CH3:40])[n:21][c:22](-[c:32]2[cH:33][cH:34][cH:35][cH:36][cH:37]2)[cH:23][c:24]1-[c:25]1[cH:26][cH:27][c:28]([F:31])[cH:29][cH:30]1)[c:45]1[cH:46][cH:47][cH:48][cH:49][cH:50]1)([CH3:51])[CH3:52].[F-:57].[Na+:79].[O-:75][C:76]([OH:77])=[O:78]>>[OH:6][CH:7]([CH2:8][C:9](=[O:10])[OH:11])[CH2:12][P:13](=[O:14])([O:15][CH3:16])[CH:17]=[CH:18][c:19]1[c:20]([CH:38]([CH3:39])[CH3:40])[n:21][c:22](-[c:32]2[cH:33][cH:34][cH:35][cH:36][cH:37]2)[cH:23][c:24]1-[c:25]1[cH:26][cH:27][c:28]([F:31])[cH:29][cH:30]1.